Dataset: the Open Reaction Database (ORD), a public repository of structured organic reaction records. Task: describe an organic reaction: reactants, conditions, products, and yield Reactants: CO (methanol), C(C)OC1=C(C(=C(C=C1)C1CCC(CC1)C1CCC(OC1)C#C[Si](C)(C)C)F)F ((5-[4-(4-ethoxy-2,3-difluorophenyl)cyclohexyl]-tetrahydropyran-2-ylethynyl) trimethylsilane), Cl (hydrochloric acid), [OH-].[Na+] (sodium hydroxide). Run in ClCCl (dichloromethane). Conditions: time 2 hour. Yields the product C(C)OC1=C(C(=C(C=C1)C1CCC(CC1)C1CCC(OC1)C#C)F)F (5-[4-(4-ethoxy-2,3-difluorophenyl)cyclohexyl]-2-ethynyltetrahydropyran). Yield: 84.8%. Reaction SMILES: CO.[CH2:3]([O:5][C:6]1[CH:11]=[CH:10][C:9]([CH:12]2[CH2:17][CH2:16][CH:15]([CH:18]3[CH2:23][O:22][CH:21]([C:24]#[C:25][Si](C)(C)C)[CH2:20][CH2:19]3)[CH2:14][CH2:13]2)=[C:8]([F:30])[C:7]=1[F:31])[CH3:4].[OH-].[Na+].Cl>ClCCl>[CH2:3]([O:5][C:6]1[CH:11]=[CH:10][C:9]([CH:12]2[CH2:17][CH2:16][CH:15]([CH:18]3[CH2:23][O:22][CH:21]([C:24]#[CH:25])[CH2:20][CH2:19]3)[CH2:14][CH2:13]2)=[C:8]([F:30])[C:7]=1[F:31])[CH3:4] |f:2.3|. Procedure: 40 mL of methanol and 30 mL of dichloromethane were added to 3.7 g of (5-[4-(4-ethoxy-2,3-difluorophenyl)cyclohexyl]-tetrahydropyran-2-ylethynyl) trimethylsilane obtained in the seventh step, and the mixture was cooled to 0° C., to which 5 mL of a sodium hydroxide aqueous solution (1M) was added. The temperature of the reaction solution was increased to room temperature, and the reaction solution was stirred for 2 hours, neutralized with hydrochloric acid, and the solvent was concentrated to abo... Reactants: C(CCC)C1=CC=C(NC2CCN(CC2)CC2=CC(=NC=C2)C2=CC(=C(C(=C2)OC)OC)OC)C=C1 (4-(4-Butylanilino)-1-[[2-(3,4,5-trimethoxyphenyl)pyridin-4-yl]methyl]piperidine), ClCC=1C(=NC=CC1)C1=CC(=C(C(=C1)OC)OC)OC (3-chloromethyl-2-(3,4,5-trimethoxyphenyl)pyridine). Product: Cl.Cl.Cl.C(CCC)C1=CC=C(C=C1)N(CC=1C(=NC=CC1)C1=CC(=C(C(=C1)OC)OC)OC)C1CCN(CC1)CC1=CC(=NC=C1)C1=CC(=C(C(=C1)OC)OC)OC (4-[N-(4-Butylphenyl)-N-[[2-(3,4,5-trimethoxyphenyl)pyridin-3-yl]methyl]amino]-1-[[2-(3,4,5-trimethoxyphenyl)pyridin-4-yl]methyl]piperidine Trihydrochloride). As a reaction SMILES: [CH2:1]([C:5]1[CH:36]=[CH:35][C:8]([NH:9][CH:10]2[CH2:15][CH2:14][N:13]([CH2:16][C:17]3[CH:22]=[CH:21][N:20]=[C:19]([C:23]4[CH:28]=[C:27]([O:29][CH3:30])[C:26]([O:31][CH3:32])=[C:25]([O:33][CH3:34])[CH:24]=4)[CH:18]=3)[CH2:12][CH2:11]2)=[CH:7][CH:6]=1)[CH2:2][CH2:3][CH3:4].[Cl:37][CH2:38][C:39]1[C:40]([C:45]2[CH:50]=[C:49]([O:51][CH3:52])[C:48]([O:53][CH3:54])=[C:47]([O:55][CH3:56])[CH:46]=2)=[N:41][CH:42]=[CH:43][CH:44]=1>>[ClH:37].[ClH:37].[ClH:37].[CH2:1]([C:5]1[CH:6]=[CH:7][C:8]([N:9]([CH:10]2[CH2:11][CH2:12][N:13]([CH2:16][C:17]3[CH:22]=[CH:21][N:20]=[C:19]([C:23]4[CH:28]=[C:27]([O:29][CH3:30])[C:26]([O:31][CH3:32])=[C:25]([O:33][CH3:34])[CH:24]=4)[CH:18]=3)[CH2:14][CH2:15]2)[CH2:38][C:39]2[C:40]([C:45]3[CH:50]=[C:49]([O:51][CH3:52])[C:48]([O:53][CH3:54])=[C:47]([O:55][CH3:56])[CH:46]=3)=[N:41][CH:42]=[CH:43][CH:44]=2)=[CH:35][CH:36]=1)[CH2:2][CH2:3][CH3:4] |f:2.3.4.5|. Reported procedure: 4-(4-Butylanilino)-1-[[2-(3,4,5-trimethoxyphenyl)pyridin-4-yl]methyl]piperidine (147 mg) and 3-chloromethyl-2-(3,4,5-trimethoxyphenyl)pyridine (114 mg) were condensed in the same manner as described in Example 9. The title compound was obtained as yellow powder after converting a free base to a trihydrochloride. Starting materials: ClCCl, O=C(O)C(F)(F)F, CC(C)(C)OC(=O)N1CCC(NC(=O)c2ccc(-c3cnc4nnn(Cc5ccc6ncccc6c5)c4n3)cc2)CC1. Product: O=C(NC1CCNCC1)c1ccc(-c2cnc3nnn(Cc4ccc5ncccc5c4)c3n2)cc1. RXN SMILES: [Cl:50][CH2:51][Cl:52].[OH:1][C:2]([C:3]([F:4])([F:5])[F:6])=[O:7].[n:8]1[cH:9][cH:10][cH:11][c:12]2[cH:13][c:14]([CH2:18][n:19]3[n:20][n:21][c:22]4[n:23][cH:24][c:25](-[c:28]5[cH:29][cH:30][c:31]([C:32](=[O:33])[NH:34][CH:35]6[CH2:36][CH2:37][N:38]([C:41]([O:42][C:43]([CH3:44])([CH3:45])[CH3:46])=[O:47])[CH2:39][CH2:40]6)[cH:48][cH:49]5)[n:26][c:27]34)[cH:15][cH:16][c:17]12>>[n:8]1[cH:9][cH:10][cH:11][c:12]2[cH:13][c:14]([CH2:18][n:19]3[n:20][n:21][c:22]4[n:23][cH:24][c:25](-[c:28]5[cH:29][cH:30][c:31]([C:32](=[O:33])[NH:34][CH:35]6[CH2:36][CH2:37][NH:38][CH2:39][CH2:40]6)[cH:48][cH:49]5)[n:26][c:27]34)[cH:15][cH:16][c:17]12. The reactants are O=C(Cl)c1cccc(Cl)c1, CC(C)C(=O)Nc1cccc(C2CCN(CCC(N)c3ccccc3)CC2)c1. Yields the product CC(C)C(=O)Nc1cccc(C2CCN(CCC(NC(=O)c3cccc(Cl)c3)c3ccccc3)CC2)c1. Reaction SMILES: [Cl:29][c:30]1[cH:31][c:32]([C:33](=[O:34])[Cl:35])[cH:36][cH:37][cH:38]1.[NH2:1][CH:2]([CH2:3][CH2:4][N:5]1[CH2:6][CH2:7][CH:8]([c:11]2[cH:12][c:13]([NH:17][C:18]([CH:19]([CH3:20])[CH3:21])=[O:22])[cH:14][cH:15][cH:16]2)[CH2:9][CH2:10]1)[c:23]1[cH:24][cH:25][cH:26][cH:27][cH:28]1>>[NH:1]([CH:2]([CH2:3][CH2:4][N:5]1[CH2:6][CH2:7][CH:8]([c:11]2[cH:12][c:13]([NH:17][C:18]([CH:19]([CH3:20])[CH3:21])=[O:22])[cH:14][cH:15][cH:16]2)[CH2:9][CH2:10]1)[c:23]1[cH:24][cH:25][cH:26][cH:27][cH:28]1)[C:33]([c:32]1[cH:31][c:30]([Cl:29])[cH:38][cH:37][cH:36]1)=[O:34]. The reactants are required intermediate, Cl (hydrogen chloride), C(C1=CC=CC=C1)OC(C#N)CBr (2-benzyloxy-3-bromopropionitrile), bromoester, C1CC2=NCCCN2C1.C([O-])([O-])=O.[K+].[K+] (DBN potassium carbonate), C(C1=CC=CC=C1)OC(C(=O)N)CBr (2-benzyloxy-3-bromopropanamide), C(C1=CC=CC=C1)OC(C(=O)OC)CBr (methyl 2-benzyloxy-3-bromopropanoate). The solvent is O (water), CCCCCC (hexane), CO (methanol), CCOCC (ether). Conditions: temperature -10 celsius, time 8 hour. Yields the product C(C1=CC=CC=C1)OC(C(=O)OC)=C (methyl α-benzyloxyacrylate). Reaction SMILES: Cl.C(OC(CBr)C#N)C1C=CC=CC=1.C(OC(CBr)C(N)=O)C1C=CC=CC=1.[CH2:29]([O:36][CH:37]([CH2:42]Br)[C:38]([O:40][CH3:41])=[O:39])[C:30]1[CH:35]=[CH:34][CH:33]=[CH:32][CH:31]=1.C1CN2C(=NCCC2)C1.C(=O)([O-])[O-].[K+].[K+]>CO.CCOCC.CCCCCC.O>[CH2:29]([O:36][C:37](=[CH2:42])[C:38]([O:40][CH3:41])=[O:39])[C:30]1[CH:35]=[CH:34][CH:33]=[CH:32][CH:31]=1 |f:4.5.6.7|. Reported procedure: A slow stream of hydrogen chloride gas was passed for 4 h through a solution of 2-benzyloxy-3-bromopropionitrile (16.75 g) in methanol (2.38 g) and ether (66 ml) which was maintained at -10° C. The mixture was allowed to stand at 5° C. overnight, and then ice was added in small portions to the mixture at 0° C. After 20 min of stirring, the mixture was poured into water and the product was extracted with ether, washed with water and aqueous sodium bicarbonate, and dried (MgSO4). After the solvent... Reported procedure: A mixture of methyl 3-(4-chloromethyl-3-hydroxybenzoyl)-propionate and 3N potassium hydroxide solution was heated under reflux for 4 hours to give 3-(3-hydroxy-4-hydroxymethylbenzoyl)propionic acid. RXN SMILES: Cl[CH2:2][C:3]1[CH:16]=[CH:15][C:6]([C:7]([CH2:9][CH2:10][C:11]([O:13]C)=[O:12])=[O:8])=[CH:5][C:4]=1[OH:17].[OH-:18].[K+]>>[OH:17][C:4]1[CH:5]=[C:6]([CH:15]=[CH:16][C:3]=1[CH2:2][OH:18])[C:7]([CH2:9][CH2:10][C:11]([OH:13])=[O:12])=[O:8] |f:1.2|. Starting materials: ClCC1=C(C=C(C(=O)CCC(=O)OC)C=C1)O (methyl 3-(4-chloromethyl-3-hydroxybenzoyl)-propionate), [OH-].[K+] (potassium hydroxide). Yields the product OC=1C=C(C(=O)CCC(=O)O)C=CC1CO (3-(3-hydroxy-4-hydroxymethylbenzoyl)propionic acid). Starting materials: CC(C)([O-])C.[K+] (Potassium tert-butoxide), C(C)(C)(C)OC(C(C(=O)OC(C)(C)C)CCCCCC#N)=O (2-(5-cyanopentyl)malonic acid di-tert-butyl ester), ClC1=NC(=NS1)C (5-Chloro-3-methyl-1,2,4-thiadiazole). Solvent: O1CCCC1 (tetrahydrofuran). The product is C(C)(C)(C)OC(C(C(=O)OC(C)(C)C)(C1=NC(=NS1)C)CCCCCC#N)=O (2-(5-cyanopentyl)-2-(3-methyl[1,2,4]thiadiazol-5-yl)malonic acid di-tert-butyl ester). Yield: 42.0%. RXN SMILES: CC(C)([O-])C.[K+].[C:7]([O:11][C:12](=[O:28])[CH:13]([CH2:21][CH2:22][CH2:23][CH2:24][CH2:25][C:26]#[N:27])[C:14]([O:16][C:17]([CH3:20])([CH3:19])[CH3:18])=[O:15])([CH3:10])([CH3:9])[CH3:8].Cl[C:30]1[S:34][N:33]=[C:32]([CH3:35])[N:31]=1>O1CCCC1>[C:7]([O:11][C:12](=[O:28])[C:13]([CH2:21][CH2:22][CH2:23][CH2:24][CH2:25][C:26]#[N:27])([C:30]1[S:34][N:33]=[C:32]([CH3:35])[N:31]=1)[C:14]([O:16][C:17]([CH3:18])([CH3:19])[CH3:20])=[O:15])([CH3:9])([CH3:8])[CH3:10] |f:0.1|. Reported procedure: Potassium tert-butoxide (14.6 g, 0.13 mol) followed by 2-(5-cyanopentyl)malonic acid di-tert-butyl ester (2021050) (32.3 g, 0.1 mol) was added portionwise to stirred tetrahydrofuran (150 mL). 5-Chloro-3-methyl-1,2,4-thiadiazole (2009380) (13.5 g, 0.10 mol) was then added to the slurry and the mixture was heated at reflux overnight before being quenched with water (150 mL) and extracted with dichloromethane (3×200 mL). The combined organic fractions were dried (MgSO4) and the solvent was removed ... Starting materials: FC=1C(=NC=CC1)C=1N(C=CN1)CC1=C(C(=NC=N1)NN)CCC ({6-[2-(3-fluoro-pyridin-2-yl)-imidazol-1-ylmethyl]-5-propyl-pyrimidin-4-yl}-hydrazine), C(C)(=O)OC(C)=O (acetic anhydride), C(=O)(O)[O-].[Na+] (NaHCO3). Run in ClCCl (dichloromethane). Conditions: temperature 110 celsius, time 1 hour. Yields the product FC=1C(=NC=CC1)C=1N(C=CN1)CC1=C(C=2N(C=N1)C(=NN2)C)CCC (7-[2-(3-fluoro-pyridin-2-yl)-imidazol-1-yl-methyl]-3-methyl-8-propyl-[1,2,4]triazolo[4,3-c]pyrimidine). RXN SMILES: [F:1][C:2]1[C:3]([C:8]2[N:9]([CH2:13][C:14]3[N:19]=[CH:18][N:17]=[C:16]([NH:20][NH2:21])[C:15]=3[CH2:22][CH2:23][CH3:24])[CH:10]=[CH:11][N:12]=2)=[N:4][CH:5]=[CH:6][CH:7]=1.[C:25](OC(=O)C)(=O)[CH3:26].C([O-])(O)=O.[Na+]>ClCCl>[F:1][C:2]1[C:3]([C:8]2[N:9]([CH2:13][C:14]3[N:19]=[CH:18][N:17]4[C:25]([CH3:26])=[N:21][N:20]=[C:16]4[C:15]=3[CH2:22][CH2:23][CH3:24])[CH:10]=[CH:11][N:12]=2)=[N:4][CH:5]=[CH:6][CH:7]=1 |f:2.3|. Procedure: A suspension of 131 (620 mg, 0.7 mmol) and acetic anhydride (2 mL) is stirred at 110° C. for one hour. NaHCO3 (aq.) (10 mL) and dichloromethane (10 mL) are added. The organic layer is separated and the aqueous layer is extracted with dichloromethane (2×10 mL). The combined organic layers are dried (NaSO4) and solvent removed. The crude product is separated by PTLC (5% methanol in dichloromethane) to yield 186; LC-MS, M+1 352.18; 1H-NMR (CDCl3) δ: 8.59 (s, 1H), 8.42 (d, 1H), 7.54 (t, 1H), 7.23–7.... Reactants: [OH-].[Na+] (sodium hydroxide), COC1=C(C=C(C(=O)OCCCCC)C=C1)NCCCCC (pentyl 4-methoxy-3-pentylaminobenzoate). Solvent: C(C)O (Ethanol). Yields the product COC1=C(C=C(C(=O)O)C=C1)NCCCCC (4methoxy-3-pentylaminobenzoic acid). Yield: 92.0%. RXN SMILES: [OH-].[Na+].[CH3:3][O:4][C:5]1[CH:18]=[CH:17][C:8]([C:9]([O:11]CCCCC)=[O:10])=[CH:7][C:6]=1[NH:19][CH2:20][CH2:21][CH2:22][CH2:23][CH3:24]>C(O)C>[CH3:3][O:4][C:5]1[CH:18]=[CH:17][C:8]([C:9]([OH:11])=[O:10])=[CH:7][C:6]=1[NH:19][CH2:20][CH2:21][CH2:22][CH2:23][CH3:24] |f:0.1|. Reported procedure: Ethanol (3 ml) and a 1N aqueous sodium hydroxide solution (3 ml) were added to pentyl 4-methoxy-3-pentylaminobenzoate (500 mg, 1.63 mmol), and the mixture was refluxed under heating for 2 hours. Ethanol was evaporated under reduced pressure. Conc. hydrochloric acid was added to neutralize this solution, and the aqueous layer was etacted 3 times with ethyl acetate (5 ml). The organic layers were combined, washed 3 times with saturated brine (5 ml) and dried over anhydrous magnesium sulfate. The d...